This data is from the Open Reaction Database (ORD), a public repository of structured organic reaction records. The task is: describe an organic reaction: reactants, conditions, products, and yield Reactants: C1CCOC1, Clc1ncc(Cl)c(-c2c[nH]c3ccccc23)n1, [H-], CI, [Na+]. The product is Cn1cc(-c2nc(Cl)ncc2Cl)c2ccccc21. Reaction SMILES: [CH2:22]1[O:23][CH2:24][CH2:25][CH2:26]1.[Cl:5][c:6]1[n:7][cH:8][c:9]([Cl:21])[c:10](-[c:12]2[cH:13][nH:14][c:15]3[cH:16][cH:17][cH:18][cH:19][c:20]23)[n:11]1.[H-:1].[I:3][CH3:4].[Na+:2]>>[CH3:4][n:14]1[cH:13][c:12](-[c:10]2[c:9]([Cl:21])[cH:8][n:7][c:6]([Cl:5])[n:11]2)[c:20]2[c:15]1[cH:16][cH:17][cH:18][cH:19]2. The reactants are CS(C)=O, CC(C)Br, [Na+], [OH-], O, Cc1ccccc1O. Yields the product Cc1ccccc1OC(C)C. Reaction SMILES: [CH3:16][S:17]([CH3:18])=[O:19].[CH:11]([CH3:12])([CH3:13])[Br:14].[Na+:10].[OH-:9].[OH2:15].[c:1]1([CH3:8])[cH:2][cH:3][cH:4][cH:5][c:6]1[OH:7]>>[c:1]1([CH3:8])[cH:2][cH:3][cH:4][cH:5][c:6]1[O:7][CH:11]([CH3:12])[CH3:13]. Reported procedure: The title compound was synthesized using 2-methyl-3-(prop-2-ynyloxy)pyridine and azidomethyl pivalate in a manner similar as that described in Intermediate 13, Step 3. Product: C(C(C)(C)C)(=O)OCN1N=NC=C1COC=1C(=NC=CC1)C ((5-((2-Methylpyridin-3-yloxy)methyl)-1H-1,2,3-triazol-1-yl)methyl pivalate). The reactants are CC1=NC=CC=C1OCC#C (2-methyl-3-(prop-2-ynyloxy)pyridine), C(C(C)(C)C)(=O)OCN=[N+]=[N-] (azidomethyl pivalate), N=1NN=C(C1)COC=1C=CC(=NC1)N1N=NN=C1 (5-((2H-1,2,3-triazol-4-yl)methoxy)-2-(1H -tetrazol-1-yl)pyridine). RXN SMILES: [CH3:1][C:2]1[C:7]([O:8][CH2:9][C:10]#[CH:11])=[CH:6][CH:5]=[CH:4][N:3]=1.[C:12]([O:18][CH2:19][N:20]=[N+:21]=[N-:22])(=[O:17])[C:13]([CH3:16])([CH3:15])[CH3:14].N1NN=C(COC2C=CC(N3C=NN=N3)=NC=2)C=1>>[C:12]([O:18][CH2:19][N:20]1[C:10]([CH2:9][O:8][C:7]2[C:2]([CH3:1])=[N:3][CH:4]=[CH:5][CH:6]=2)=[CH:11][N:22]=[N:21]1)(=[O:17])[C:13]([CH3:16])([CH3:15])[CH3:14]. Starting materials: S(O)(O)(=O)=O (sulfuric acid), C(CCCCCCCCCCCCCCC)(=O)Cl (palmitoyl chloride), C1(O)=CC=C(O)C=C1 (Hydroquinone). The solvent is O1CCCC1 (tetrahydrofuran), [OH-].[Na+] (sodium hydroxide), O1CCCC1 (tetrahydrofuran). Run at time 1 hour. Product: C(CCCCCCCCCCCCCCC)(=O)O.C1(O)=CC=C(O)C=C1 (hydroquinone monopalmitate). Isolated yield 54.7%. As a reaction SMILES: [C:1]1([CH:8]=[CH:7][C:5]([OH:6])=[CH:4][CH:3]=1)[OH:2].[C:9](Cl)(=[O:25])[CH2:10][CH2:11][CH2:12][CH2:13][CH2:14][CH2:15][CH2:16][CH2:17][CH2:18][CH2:19][CH2:20][CH2:21][CH2:22][CH2:23][CH3:24].S(=O)(=O)(O)O>[OH-].[Na+].O1CCCC1>[C:9]([OH:25])(=[O:2])[CH2:10][CH2:11][CH2:12][CH2:13][CH2:14][CH2:15][CH2:16][CH2:17][CH2:18][CH2:19][CH2:20][CH2:21][CH2:22][CH2:23][CH3:24].[C:1]1([CH:8]=[CH:7][C:5]([OH:6])=[CH:4][CH:3]=1)[OH:2] |f:3.4,6.7|. Procedure: Hydroquinone (55 g) was dissolved in 10% sodium hydroxide solution (200 g) and to the resulting solution was added tetrahydrofuran (50 g). A solution of palmitoyl chloride (13.7 g) in tetrahydrofuran was added dropwise to the mixture over about 1 hour, while maintaining the temperature at 0° to 5° C. The reaction mixture was stirred at the same temperature for 1 hour and then at room temperature for 2 hours. The reaction mixture was poured into dil. sulfuric acid and extracted with ethyl acetate... The reactants are ClC=1C=CC(C(C(=O)[O-])C1)(NC)N (5-chloro-2-amino-methylanthranilate), acetone hexanes, ester, C(C)(=O)NC1=CC(=C(C(=O)O)C=C1)NCC=1OC=CC1 (4-Acetylamino-2-[(furan-2-ylmethyl)-amino]-benzoic acid), CC1=CC=C(O1)C=O (5-methyl furaldehyde). The solvent is C1CCOC1 (THF), ClCCCl (DCE). Yields the product ClC=1C=CC(=C(C(=O)O)C1)NCC=1OC(=CC1)C (5-Chloro-2-[(5-methyl-furan-2-ylmethyl)-amino]-benzoic acid). Reaction SMILES: [Cl:1][C:2]1[CH:3]=[CH:4][C:5](N)([NH:11][CH3:12])[CH:6]([CH:10]=1)[C:7]([O-:9])=[O:8].C(NC1C=CC(C(O)=O)=C(N[CH2:28][C:29]2[O:30][CH:31]=[CH:32][CH:33]=2)C=1)(=O)C.CC1OC(C=O)=CC=1>ClCCCl.C1COCC1>[Cl:1][C:2]1[CH:3]=[CH:4][C:5]([NH:11][CH2:12][C:31]2[O:30][C:29]([CH3:28])=[CH:33][CH:32]=2)=[C:6]([CH:10]=1)[C:7]([OH:9])=[O:8]. Procedure: Reductive amination of 5-chloro-2-amino-methylanthranilate carried out as described for compound 1 using 5-methyl furaldehyde in DCE for 4 hrs. After workup, the product was isolated by FC using 10-30% acetone/hexanes to afford a light yellow solid. The ester was subsequently taken up in THF and saponified using 1N at 60° C. for 12 hrs. The solution was cooled, acidified and the product collected as an off-white solid.